From a dataset of the Open Reaction Database (ORD), a public repository of structured organic reaction records. describe an organic reaction: reactants, conditions, products, and yield The reactants are [N+](=O)(O)[O-] (Nitric acid), ClC1=C(C(=O)NC2=CC=CC=3C4=C(OC32)CCCC4)C(=CC=C1)Cl (6-(2,6-dichlorobenzoylamino)-1,2,3,4-tetrahydrodibenzofuran), O (water). The solvent is C(C)(=O)O (acetic acid). Reaction conditions: time 5 hour. The product is ClC1=C(C(=O)NC2=C(C=CC=3C4=C(OC32)CCCC4)[N+](=O)[O-])C(=CC=C1)Cl (6-(2,6-dichlorobenzoylamino)-7-nitro-1,2,3,4-tetrahydrodibenzofuran). Reaction SMILES: [N+:1]([O-:4])(O)=[O:2].[Cl:5][C:6]1[CH:27]=[CH:26][CH:25]=[C:24]([Cl:28])[C:7]=1[C:8]([NH:10][C:11]1[C:19]2[O:18][C:17]3[CH2:20][CH2:21][CH2:22][CH2:23][C:16]=3[C:15]=2[CH:14]=[CH:13][CH:12]=1)=[O:9].O>C(O)(=O)C>[Cl:5][C:6]1[CH:27]=[CH:26][CH:25]=[C:24]([Cl:28])[C:7]=1[C:8]([NH:10][C:11]1[C:19]2[O:18][C:17]3[CH2:20][CH2:21][CH2:22][CH2:23][C:16]=3[C:15]=2[CH:14]=[CH:13][C:12]=1[N+:1]([O-:4])=[O:2])=[O:9]. Procedure: Nitric acid (d; 1.5, 0.033 ml) was added to a solution of 6-(2,6-dichlorobenzoylamino)-1,2,3,4-tetrahydrodibenzofuran (200 mg) in acetic acid at 4° C. The mixture was stirred at ambient temperature for 5 hours and poured into cold water. The separated solid was collected and washed with isopropyl alcohol to give 6-(2,6-dichlorobenzoylamino)-7-nitro-1,2,3,4-tetrahydrodibenzofuran (17 mg). Starting materials: FC(C)(F)C=1N=C(SC1)CN1N=CC(=N1)N (2-[4-(1,1-difluoro-ethyl)-thiazol-2-ylmethyl]-2H-[1,2,3]triazol-4-ylamine), COC=1C=C(C=CC1)C1=C(N=CO1)C(=O)O (5-(3-methoxy-phenyl)-oxazole-4-carboxylic acid). Product: FC(C)(F)C=1N=C(SC1)CN1N=CC(=N1)NC(=O)C=1N=COC1C1=CC(=CC=C1)OC (5-(3-Methoxy-phenyl)-oxazole-4-carboxylic acid{2-[4-(1,1-difluoro-ethyl)-thiazol-2-ylmethyl]-2H-[1,2,3]triazol-4-yl}-amide). RXN SMILES: [F:1][C:2]([C:5]1[N:6]=[C:7]([CH2:10][N:11]2[N:15]=[C:14]([NH2:16])[CH:13]=[N:12]2)[S:8][CH:9]=1)([F:4])[CH3:3].[CH3:17][O:18][C:19]1[CH:20]=[C:21]([C:25]2[O:29][CH:28]=[N:27][C:26]=2[C:30](O)=[O:31])[CH:22]=[CH:23][CH:24]=1>>[F:1][C:2]([C:5]1[N:6]=[C:7]([CH2:10][N:11]2[N:15]=[C:14]([NH:16][C:30]([C:26]3[N:27]=[CH:28][O:29][C:25]=3[C:21]3[CH:22]=[CH:23][CH:24]=[C:19]([O:18][CH3:17])[CH:20]=3)=[O:31])[CH:13]=[N:12]2)[S:8][CH:9]=1)([F:4])[CH3:3]. Procedure: Following general procedure Z2, starting from 2-[4-(1,1-difluoro-ethyl)-thiazol-2-ylmethyl]-2H-[1,2,3]triazol-4-ylamine and 5-(3-methoxy-phenyl)-oxazole-4-carboxylic acid. As a reaction SMILES: [C:1]([O:5][C:6]([CH:8]1[CH2:12][CH2:11][CH:10]([C:13]2[CH:18]=[CH:17][CH:16]=[CH:15][CH:14]=2)[N:9]1[C:19](=[O:36])[CH2:20][NH:21][C:22](=[O:35])[NH:23][C:24]1[CH:25]=[C:26]([CH2:30][C:31]([O:33]C)=[O:32])[CH:27]=[CH:28][CH:29]=1)=[O:7])([CH3:4])([CH3:3])[CH3:2].[OH-].[K+]>CO.O>[C:1]([O:5][C:6]([CH:8]1[CH2:12][CH2:11][CH:10]([C:13]2[CH:18]=[CH:17][CH:16]=[CH:15][CH:14]=2)[N:9]1[C:19](=[O:36])[CH2:20][NH:21][C:22](=[O:35])[NH:23][C:24]1[CH:25]=[C:26]([CH2:30][C:31]([OH:33])=[O:32])[CH:27]=[CH:28][CH:29]=1)=[O:7])([CH3:4])([CH3:2])[CH3:3] |f:1.2|. Solvent: O (water), CO (methanol). Procedure details: By proceeding in a fashion similar to that described in Example 9, but starting from 4.9 g of methyl (2RS,5SR)-3-{3-[2-(2-tert-butoxycarbonyl-5-phenyl-1-pyrrolidinyl)-2-oxoethyl]ureido}phenylacetate in solution in 80 cm3 of methanol and 0.56 g of potassium hydroxide dissolved in 40 cm3 of water and after treatment, 1 g of (2RS,5SR)-3-{3-[2-(2-tert-butoxycarbonyl-5-phenyl-1-pyrrolidinyl)-2-oxoethyl]ureido}phenylacetic acid is obtained [proton NMR (200 MHz, DMSO D6, δ in ppm), 2 rotamers at room t... Yield: 21.0%. The product is C(C)(C)(C)OC(=O)C1N(C(CC1)C1=CC=CC=C1)C(CNC(NC=1C=C(C=CC1)CC(=O)O)=O)=O ((2RS,5SR)-3-{3-[2-(2-tert-butoxycarbonyl-5-phenyl-1-pyrrolidinyl)-2-oxoethyl]ureido}phenylacetic acid). Reactants: C(C)(C)(C)OC(=O)C1N(C(CC1)C1=CC=CC=C1)C(CNC(NC=1C=C(C=CC1)CC(=O)OC)=O)=O (methyl (2RS,5SR)-3-{3-[2-(2-tert-butoxycarbonyl-5-phenyl-1-pyrrolidinyl)-2-oxoethyl]ureido}phenylacetate), [OH-].[K+] (potassium hydroxide). Starting materials: 127.4g, [Br-].[Na+] (sodium bromide), [N+](=O)([O-])C(CO)C(C)Br (2-nitro-3-bromo-n-butanol), 200g, 198g, ClCC(=O)O (chloroacetic acid), 132.6g, S(O)(O)(=O)=O (sulfuric acid). The solvent is C1(=CC=CC=C1)C (toluene), O (water). The product is 291.2g, BrCC(=O)OCC(C(C)Br)[N+](=O)[O-] (2-nitro-3-bromo-n-butyl bromoacetate). Yield: 91.3%. Reaction SMILES: Cl[CH2:2][C:3]([OH:5])=[O:4].[Br-:6].[Na+].S(=O)(=O)(O)O.[N+:13]([CH:16]([CH:19]([Br:21])[CH3:20])[CH2:17]O)([O-:15])=[O:14]>C1(C)C=CC=CC=1.O>[Br:6][CH2:2][C:3]([O:5][CH2:17][CH:16]([N+:13]([O-:15])=[O:14])[CH:19]([Br:21])[CH3:20])=[O:4] |f:1.2|. Procedure details: 94.5g (1 mol) of chloroacetic acid, 132.6g (1.3 mol) of sodium bromide, 127.4g (1.3 mol) of c.-sulfuric acid, 100 ml of water, 198g (1 mol) of 2-nitro-3-bromo-n-butanol and 200g of toluene were used and treated in a similar way as described in Example 10. 291.2g of 2-nitro-3-bromo-n-butyl bromoacetate were obtained (91.3% yield of theory). Bp 130° C/ 0.3 mmHg, nD20 = 1.5060, D420 = 1.7876. 175g (98.9%) of potassium hydrogen sulfate was isolated. Yields the product C(C1=CC=CC=C1)(C1=CC=CC=C1)N1CCN(CC1)CC=1N=CSC1 (4-(4-benzhydrylpiperazin-1-ylmethyl)thiazole). The yield is 34.3%. Reported procedure: A mixture of 4-chloromethylthiazole monohydrochloride (1.7 g), 1-benzhydrylpiperazine (3.21 g) and potassium carbonate (5.3 g) in N,N-dimethylformamide (40 ml) was stirred at 65° C. for 2 hours. After concentration of the reaction mixture, the concentrate was extracted with ethyl acetate. The extract was washed with water, dried over anhydrous magnesium sulfate and then evaporated to dryness to give a residue, which was chromatographed on silica gel (120 g) using a mixture of chloroform and meth... Starting materials: Cl.ClCC=1N=CSC1 (4-chloromethylthiazole monohydrochloride), C(C1=CC=CC=C1)(C1=CC=CC=C1)N1CCNCC1 (1-benzhydrylpiperazine), C([O-])([O-])=O.[K+].[K+] (potassium carbonate). The solvent is CN(C=O)C (N,N-dimethylformamide). Conditions: temperature 65 celsius, time 2 hour. RXN SMILES: Cl.Cl[CH2:3][C:4]1[N:5]=[CH:6][S:7][CH:8]=1.[CH:9]([N:22]1[CH2:27][CH2:26][NH:25][CH2:24][CH2:23]1)([C:16]1[CH:21]=[CH:20][CH:19]=[CH:18][CH:17]=1)[C:10]1[CH:15]=[CH:14][CH:13]=[CH:12][CH:11]=1.C(=O)([O-])[O-].[K+].[K+]>CN(C)C=O>[CH:9]([N:22]1[CH2:27][CH2:26][N:25]([CH2:3][C:4]2[N:5]=[CH:6][S:7][CH:8]=2)[CH2:24][CH2:23]1)([C:16]1[CH:21]=[CH:20][CH:19]=[CH:18][CH:17]=1)[C:10]1[CH:15]=[CH:14][CH:13]=[CH:12][CH:11]=1 |f:0.1,3.4.5|. The reactants are COC1=C(C2=CC(=CC=C2C=C1)OC)C=O (2,7-Dimethoxy-1-naphthaldehyde), C(O)([O-])=O.[Na+] (sodium hydrogen carbonate). Solvent: ClCCl (dichloromethane). Conditions: time 35 minute. Yields the product OC1=C(C2=CC(=CC=C2C=C1)OC)C=O (2-Hydroxy-7-methoxy-1-naphthaldehyde). RXN SMILES: C[O:2][C:3]1[CH:12]=[CH:11][C:10]2[C:5](=[CH:6][C:7]([O:13][CH3:14])=[CH:8][CH:9]=2)[C:4]=1[CH:15]=[O:16].C(=O)([O-])O.[Na+]>ClCCl>[OH:2][C:3]1[CH:12]=[CH:11][C:10]2[C:5](=[CH:6][C:7]([O:13][CH3:14])=[CH:8][CH:9]=2)[C:4]=1[CH:15]=[O:16] |f:1.2|. Reported procedure: After the dimethoxylated product obtained in Step B (2 g: 9.25 mmol) has been dissolved in anhydrous dichloromethane, 97% BBr3Me2S complex (2.98 g: 9.25 mmol 1 eq.) is introduced at ambient temperature. After 35 minutes of stirring, hydrolysis is carried out with a saturated solution of sodium hydrogen carbonate (pH=8). The product is extracted with dichloromethane and then purified on a silica column AcOEt/PE (3/7). The reactants are C(C)(C)(C)C=1C=C(C(=C(C1)NC(=O)C=1N(C2=C(C=CC=C2C1)CN1CCNCC1)C)OC)NS(=O)(=O)C (1-methyl-7-piperazin-1-ylmethyl-1H-indole-2-carboxylic acid (5-tert-butyl-3-methanesulphonylamino-2-methoxy-phenyl)-amide), C(C)(C)N(C(C)C)CC (N,N-diisopropyl-ethylamine), ClCC(=O)Cl (chloroacetic acid chloride), C([O-])([O-])=O.[K+].[K+] (potassium carbonate), CN(C1CCNCC1)C (4-dimethylamino-piperidine). Run in CN(C=O)C (N,N-dimethylformamide), C(C)(=O)OCC (ethyl acetate), O (water), ClCCl (dichloromethane). Conditions: temperature 0 celsius, time 1 hour. Product: C(C)(C)(C)C=1C=C(C(=C(C1)NC(=O)C=1N(C2=C(C=CC=C2C1)CN1CCN(CC1)C(CN1CCC(CC1)N(C)C)=O)C)OC)NS(=O)(=O)C (7-{4-[2-(4-dimethylamino-piperidin-1-yl)-acetyl]-piperazin-1-ylmethyl}-1-methyl-1H-indole-2-carboxylic acid-(5-tert-butyl-3-methanesulphonylamino-2-methoxy-phenyl)-amide). Reaction SMILES: [C:1]([C:5]1[CH:6]=[C:7]([NH:33][S:34]([CH3:37])(=[O:36])=[O:35])[C:8]([O:31][CH3:32])=[C:9]([NH:11][C:12]([C:14]2[N:15]([CH3:30])[C:16]3[C:21]([CH:22]=2)=[CH:20][CH:19]=[CH:18][C:17]=3[CH2:23][N:24]2[CH2:29][CH2:28][NH:27][CH2:26][CH2:25]2)=[O:13])[CH:10]=1)([CH3:4])([CH3:3])[CH3:2].C(N(CC)C(C)C)(C)C.Cl[CH2:48][C:49](Cl)=[O:50].C(=O)([O-])[O-].[K+].[K+].[CH3:58][N:59]([CH3:66])[CH:60]1[CH2:65][CH2:64][NH:63][CH2:62][CH2:61]1>ClCCl.CN(C)C=O.C(OCC)(=O)C.O>[C:1]([C:5]1[CH:6]=[C:7]([NH:33][S:34]([CH3:37])(=[O:36])=[O:35])[C:8]([O:31][CH3:32])=[C:9]([NH:11][C:12]([C:14]2[N:15]([CH3:30])[C:16]3[C:21]([CH:22]=2)=[CH:20][CH:19]=[CH:18][C:17]=3[CH2:23][N:24]2[CH2:25][CH2:26][N:27]([C:49](=[O:50])[CH2:48][N:63]3[CH2:64][CH2:65][CH:60]([N:59]([CH3:66])[CH3:58])[CH2:61][CH2:62]3)[CH2:28][CH2:29]2)=[O:13])[CH:10]=1)([CH3:4])([CH3:2])[CH3:3] |f:3.4.5|. Procedure: 160 mg of 1-methyl-7-piperazin-1-ylmethyl-1H-indole-2-carboxylic acid (5-tert-butyl-3-methanesulphonylamino-2-methoxy-phenyl)-amide are dissolved in 5 ml dichloromethane, combined with 100 μL N,N-diisopropyl-ethylamine (DIEA) and cooled to 0° C. Then 30 μl of chloroacetic acid chloride are added dropwise, the mixture is heated to ambient temperature and stirred for 1 hour. The solvent is eliminated in vacuo and the residue is taken up in 2 ml N,N-dimethylformamide. Then 65 mg potassium carbonate...